Dataset: the Open Reaction Database (ORD), a public repository of structured organic reaction records. Task: describe an organic reaction: reactants, conditions, products, and yield The product is CC1CN(Cc2c(Cl)cccc2Cl)CC1(CC(=O)OC(C)(C)C)C(=O)O. The reactants are CC(=O)O[BH-](OC(C)=O)OC(C)=O, CC1CNCC1(CC(=O)OC(C)(C)C)C(=O)O, CC(=O)O, CO, O=Cc1c(Cl)cccc1Cl, [Na+], O. Reaction SMILES: [C:11]([O:12][BH-:13]([O:14][C:15](=[O:16])[CH3:17])[O:18][C:19](=[O:20])[CH3:21])(=[O:22])[CH3:23].[C:25]([CH3:26])([CH3:27])([CH3:28])[O:29][C:30]([CH2:31][C:32]1([C:38](=[O:39])[OH:40])[CH2:33][NH:34][CH2:35][CH:36]1[CH3:37])=[O:41].[CH3:42][C:43](=[O:44])[OH:45].[CH3:47][OH:48].[Cl:1][c:2]1[c:3]([CH:4]=[O:5])[c:6]([Cl:10])[cH:7][cH:8][cH:9]1.[Na+:24].[OH2:46]>>[Cl:1][c:2]1[c:3]([CH2:4][N:34]2[CH2:33][C:32]([CH2:31][C:30]([O:29][C:25]([CH3:26])([CH3:27])[CH3:28])=[O:41])([C:38](=[O:39])[OH:40])[CH:36]([CH3:37])[CH2:35]2)[c:6]([Cl:10])[cH:7][cH:8][cH:9]1. Reactants: NC1=NC(=NS1)C(C#N)=NOC (5-amino-1,2,4-thiadiazol-3-yl-2-methoxyiminoacetonitrile), [OH-].[Na+] (NaOH), OP(=O)(O)O (H3PO4). Run at time 3 hour. Yields the product NC1=NC(=NS1)C(C(=O)O)=NOC (2-(5-Amino-1,2,4-thiadiazol-3-yl)-2-methoxyiminoacetic Acid). RXN SMILES: [NH2:1][C:2]1[S:6][N:5]=[C:4]([C:7](=[N:10][O:11][CH3:12])[C:8]#N)[N:3]=1.[OH:13]P(O)(O)=O.[OH-:18].[Na+]>>[NH2:1][C:2]1[S:6][N:5]=[C:4]([C:7](=[N:10][O:11][CH3:12])[C:8]([OH:13])=[O:18])[N:3]=1 |f:2.3|. Procedure details: A mixture of 2-(5-amino-1,2,4-thiadiazol-3-yl-2-methoxyiminoacetonitrile (18.3 g, 0.1 mole) in 4N NaOH (250 ml) was heated at 50°-55° C. with stirring for 3 hours. The reaction mixture was adjusted to pH 1 with H3PO4, and washed with ethyl acetate (100 ml), saturated with NaCl, and extracted three times with a mixture of ethyl acetate and tetrahydrofuran (3:1, 300 ml×2, and 200 ml×1). The extracts were combined, dried over MgSO4 and concentrated under reduced pressure. The residue was triturated... Reaction SMILES: [CH2:1]([O:3][CH2:4][C:5]1[N:6]([NH2:18])[C:7]2[C:16]3[CH:15]=[CH:14][CH:13]=[CH:12][C:11]=3[N:10]=[CH:9][C:8]=2[N:17]=1)[CH3:2].[O:19]1[CH:23]=[CH:22][CH:21]=[C:20]1[CH:24]=O>C(O)(C)C.Cl.C(Cl)(Cl)Cl>[CH2:1]([O:3][CH2:4][C:5]1[N:6]([N:18]=[CH:24][C:20]2[O:19][CH:23]=[CH:22][CH:21]=2)[C:7]2[C:16]3[CH:15]=[CH:14][CH:13]=[CH:12][C:11]=3[N:10]=[CH:9][C:8]=2[N:17]=1)[CH3:2]. Yields the product C(C)OCC=1N(C2=C(C=NC=3C=CC=CC23)N1)N=CC=1OC=CC1 (N-(2-ethoxymethyl-1H-imidazo[4,5-c]quinolin-1-yl)(furan-2-ylmethylene)amine). Run in C(C)(C)O (isopropanol), C(Cl)(Cl)Cl (CHCl3). Reactants: C(C)OCC=1N(C2=C(C=NC=3C=CC=CC23)N1)N (2-ethoxymethyl-1H-imidazo[4,5-c]quinolin-1-amine), O1C(=CC=C1)C=O (2-furaldehyde). Reported procedure: A solution of 2-ethoxymethyl-1H-imidazo[4,5-c]quinolin-1-amine (1.50 g, 6.19 mmol) in 20 mL of isopropanol was treated with 2-furaldehyde (1.08 mL, 13.0 mmol) and 2 drops of concentrated HCl and heated to reflux under an atmosphere of nitrogen. After 48 h, the reaction was concentrated under reduced pressure to yield a brown oil. The oil was dissolved in 30 mL of CHCl3 and washed with 5% Na2CO3 solution, water and brine, dried over Na2SO4, filtered and concentrated under reduced pressure to yiel... The reagents and catalysts are Cl (HCl). Conditions: time 48 hour. The yield is 93.8%.